This data is from the Open Reaction Database (ORD), a public repository of structured organic reaction records. The task is: describe an organic reaction: reactants, conditions, products, and yield The reactants are CC(=O)[O-], CC(C)=O, O=C(Cl)CCl, CC(C)CC(N)CO, [Na+], O. The product is CC(C)CC(CO)NC(=O)CCl. As a reaction SMILES: [CH3:15][C:16](=[O:17])[O-:18].[CH3:19][C:20](=[O:21])[CH3:22].[Cl:1][CH2:2][C:3](=[O:4])[Cl:5].[NH2:6][CH:7]([CH2:8][CH:9]([CH3:10])[CH3:11])[CH2:12][OH:13].[Na+:14].[OH2:23]>>[Cl:1][CH2:2][C:3](=[O:4])[NH:6][CH:7]([CH2:8][CH:9]([CH3:10])[CH3:11])[CH2:12][OH:13]. Reactants: CCO, Clc1nc2ccccc2nc1Cl, NN, O. Yields the product NNc1nc2ccccc2nc1Cl. As a reaction SMILES: [CH3:16][CH2:17][OH:18].[Cl:1][c:2]1[n:3][c:4]2[cH:5][cH:6][cH:7][cH:8][c:9]2[n:10][c:11]1[Cl:12].[NH2:14][NH2:15].[OH2:13]>>[Cl:1][c:2]1[n:3][c:4]2[cH:5][cH:6][cH:7][cH:8][c:9]2[n:10][c:11]1[NH:14][NH2:15]. The reactants are ClC1=NC(=CC(=N1)Cl)Cl (2,4,6-trichloropyrimidine), CC1(NC(CCC1)(C)C)C (2,2,6,6,-tetramethylpiperidine). Run in CCCCCC (hexane). Yields the product ClC1=NC(=NC(=C1)Cl)N1C(CCCC1(C)C)(C)C (4,6-dichloro-2-(2,2,6,6-tetramethyl-1-piperidinyl)pyrimidine). RXN SMILES: Cl[C:2]1[N:7]=[C:6]([Cl:8])[CH:5]=[C:4]([Cl:9])[N:3]=1.[CH3:10][C:11]1([CH3:19])[CH2:16][CH2:15][CH2:14][C:13]([CH3:18])([CH3:17])[NH:12]1>CCCCCC>[Cl:9][C:4]1[CH:5]=[C:6]([Cl:8])[N:7]=[C:2]([N:12]2[C:13]([CH3:18])([CH3:17])[CH2:14][CH2:15][CH2:16][C:11]2([CH3:19])[CH3:10])[N:3]=1. Reported procedure: A mixture containing 25 g (136.3 mmoles) of 2,4,6-trichloropyrimidine and 46.3 ml (272.6 mmoles) of 2,2,6,6,-tetramethylpiperidine is boiled under reflux for 50 hours, then the reaction mixture is cooled down and suspended in 250 ml of hexane. The insoluble part is filtered off, the filtrate (mother liquor) is evaporated and the residue is distributed between 300 ml of chloroform and 50 ml of 10% sodium hydroxide solution. After separation the organic phase is washed 4 times with 100 ml of water... Reactants: CN1N=CC2=CC(=CC=C12)[N+](=O)[O-] (1-methyl-5-nitroindazole), [OH-].[Na+] (sodium hydroxide). Reagents/catalysts: [Fe] (iron). The solvent is Cl (hydrochloric acid). Run at temperature 72.5 celsius, time 18 hour. Yields the product NC=1C=C2C=NN(C2=CC1)C (5-amino-1-methylindazole). Reaction SMILES: [CH3:1][N:2]1[C:10]2[C:5](=[CH:6][C:7]([N+:11]([O-])=O)=[CH:8][CH:9]=2)[CH:4]=[N:3]1.[OH-].[Na+]>Cl.[Fe]>[NH2:11][C:7]1[CH:6]=[C:5]2[C:10](=[CH:9][CH:8]=1)[N:2]([CH3:1])[N:3]=[CH:4]2 |f:1.2|. Reported procedure: To a stirred solution of 1-methyl-5-nitroindazole (3.24 g, commercially available) in concentrated hydrochloric acid (75 ml) was added iron powder (3.53 g) in portions over 10 minutes, allowing the reaction temperature to gradually rise to 52° C. On complete addition, the reaction mixture was heated to 70-75° C. for 1 hour, cooled to ambient temperature and stored for 18 hours. The mixture was chilled by the addition of ice then taken to pH 9 with aqueous sodium hydroxide filtered and the filtra... Reactants: O=C(Cl)c1ccccc1, COc1ccc2nc(NC(=O)CO)sc2c1, c1ccncc1. Product: COc1ccc2nc(NC(=O)COC(=O)c3ccccc3)sc2c1. As a reaction SMILES: [C:17]([c:18]1[cH:19][cH:20][cH:21][cH:22][cH:23]1)(=[O:24])[Cl:25].[OH:1][CH2:2][C:3](=[O:4])[NH:5][c:6]1[s:7][c:8]2[c:9]([n:10]1)[cH:11][cH:12][c:13]([O:15][CH3:16])[cH:14]2.[cH:26]1[cH:27][cH:28][n:29][cH:30][cH:31]1>>[O:1]([CH2:2][C:3](=[O:4])[NH:5][c:6]1[s:7][c:8]2[c:9]([n:10]1)[cH:11][cH:12][c:13]([O:15][CH3:16])[cH:14]2)[C:17]([c:18]1[cH:19][cH:20][cH:21][cH:22][cH:23]1)=[O:24]. Reaction SMILES: [NH3:1].[Cl:2][C:3]1[CH:4]=[C:5]([CH:12]=[CH:13][C:14]=1[Cl:15])[CH:6]=[CH:7][S:8](Cl)(=[O:10])=[O:9]>CCOCC>[Cl:2][C:3]1[CH:4]=[C:5]([CH:12]=[CH:13][C:14]=1[Cl:15])[CH:6]=[CH:7][S:8]([NH2:1])(=[O:10])=[O:9]. Procedure details: Ammonia is bubbled through a solution of 3,4-dichlorostyrylsulfonyl chloride (27.2 g., 0.1 mole) in 250 ml. of ether for a period of 30 min. at about 20° C. The solvent is evaporated and the residue stirred with water, collected and dried at 100° C. under vacuum affords 24.6 g. (97% yield) of 3,4-dichlorostyrylsulfonamide, m.p. 127°-130° C. The yield is 97.0%. Product: ClC=1C=C(C=CS(=O)(=O)N)C=CC1Cl (3,4-dichlorostyrylsulfonamide). The reactants are N (Ammonia), ClC=1C=C(C=CS(=O)(=O)Cl)C=CC1Cl (3,4-dichlorostyrylsulfonyl chloride). Run in CCOCC (ether). Starting materials: ClC1=CC=C(C=C1)C(C)(C)NC(CCCCN1C=NC=C1)=O (N-[1-(4-chlorophenyl)-1-methylethyl]-5-(imidazol-1-yl)pentanamide), solution. Product: ClC1=CC=C(C=C1)C(C)(C)NCCCCCN1C=NC=C1 (N-[1-(4-chlorophenyl)-1-methylethyl]-5-(imidazol-1-yl)pentylamine). Reported procedure: In a similar manner to Example 52d, a solution of N-[1-(4-chlorophenyl)-1-methylethyl]-5-(imidazol-1-yl)pentanamide (5.1 g) in THF (125 ml) was reduced with BH3 /THF (63.7 ml of a 1M solution) to give N-[1-(4-chlorophenyl)-1-methylethyl]-5-(imidazol-1-yl)pentylamine as an oil, b.p. 195° C. (0.05 mmHg). The solvent is C1CCOC1 (THF), C1CCOC1 (THF). RXN SMILES: [Cl:1][C:2]1[CH:7]=[CH:6][C:5]([C:8]([NH:11][C:12](=O)[CH2:13][CH2:14][CH2:15][CH2:16][N:17]2[CH:21]=[CH:20][N:19]=[CH:18]2)([CH3:10])[CH3:9])=[CH:4][CH:3]=1>C1COCC1>[Cl:1][C:2]1[CH:7]=[CH:6][C:5]([C:8]([NH:11][CH2:12][CH2:13][CH2:14][CH2:15][CH2:16][N:17]2[CH:21]=[CH:20][N:19]=[CH:18]2)([CH3:10])[CH3:9])=[CH:4][CH:3]=1. Starting materials: C[Si](C)(C)C(C(=O)N)[Si](C)(C)C (bistrimethylsilylacetamide), C(C)(C)S(=O)(=O)N1C(=NC2=C1C=C(C=C2)C(C2=CC=CC=C2)=O)N (1-isopropylsulfonyl-2-amino-6-benzoylbenzimidazole), C(C1=CC=CC=C1)(=O)C=1NC2=C(N1)C=CC=C2 (benzoylbenzimidazole), solution, C(CCC)[Li] (n-butyl lithium), Cl (hydrochloric acid). Run in O1CCCC1 (tetrahydrofuran), O1CCCC1 (tetrahydrofuran), O (water). Conditions: temperature -78 celsius, time 4 hour. Product: C(C)(C)S(=O)(=O)N1C(=NC2=C1C=C(C=C2)C(C2=CC=CC=C2)(CC(=O)N)O)N (1-isopropylsulfonyl-2-amino-6-(α-hydroxy-α-aminocarbonylmethylbenzyl)benzimidazole). Reaction SMILES: C[Si]([CH:5]([Si](C)(C)C)[C:6]([NH2:8])=[O:7])(C)C.C([Li])CCC.[CH:18]([S:21]([N:24]1[C:28]2[CH:29]=[C:30]([C:33](=[O:40])[C:34]3[CH:39]=[CH:38][CH:37]=[CH:36][CH:35]=3)[CH:31]=[CH:32][C:27]=2[N:26]=[C:25]1[NH2:41])(=[O:23])=[O:22])([CH3:20])[CH3:19].C(C1NC2C=CC=CC=2N=1)(=O)C1C=CC=CC=1.Cl>O.O1CCCC1>[CH:18]([S:21]([N:24]1[C:28]2[CH:29]=[C:30]([C:33]([OH:40])([CH2:5][C:6]([NH2:8])=[O:7])[C:34]3[CH:39]=[CH:38][CH:37]=[CH:36][CH:35]=3)[CH:31]=[CH:32][C:27]=2[N:26]=[C:25]1[NH2:41])(=[O:22])=[O:23])([CH3:20])[CH3:19]. Procedure: A solution of 50 ml. of tetrahydrofuran containing 7.33 ml. of bistrimethylsilylacetamide (30 millimoles) and 18.75 ml. of a 1.6 Molar solution of n-butyl lithium (30 millimoles) was stirred at -78° C. for ten minutes. A solution of 1.03 g. (3 millimoles) of 1-isopropylsulfonyl-2-amino-6-benzoylbenzimidazole in 100 ml. of tetrahydrofuran was then added to the cold reaction mixture dropwise over one hour. The temperature of the reaction mixture was maintained at -78° C. throughout the addition, a... Starting materials: ClC=1C=C(C(=C(C(=O)OC)C1)C)[N+](=O)[O-] (methyl 5-chloro-2-methyl-3-nitrobenzoate), [Cl-].[NH4+] (ammonium chloride). The reagents and catalysts are [Fe] (iron). Run in O (water), O (water), C(C)O (ethanol). Run at temperature 80 celsius. Product: NC=1C(=C(C(=O)OC)C=C(C1)Cl)C (methyl 3-amino-5-chloro-2-methylbenzoate). Isolated yield 87.8%. Reaction SMILES: [Cl:1][C:2]1[CH:3]=[C:4]([N+:13]([O-])=O)[C:5]([CH3:12])=[C:6]([CH:11]=1)[C:7]([O:9][CH3:10])=[O:8].[Cl-].[NH4+]>C(O)C.O.[Fe]>[NH2:13][C:4]1[C:5]([CH3:12])=[C:6]([CH:11]=[C:2]([Cl:1])[CH:3]=1)[C:7]([O:9][CH3:10])=[O:8] |f:1.2|. Reported procedure: To stirred solution of methyl 5-chloro-2-methyl-3-nitrobenzoate (16 g, 69 mmol) in ethanol (160 mL), ammonium chloride (16 g, 53.4 mmol) dissolved in water (160 mL) and iron powder (31.2 g, 55.85 mmol) were added under stirring. The resulting reaction mixture was heated at 80° C. for 1 h. On completion, water was added to and the reaction mixture filtered through celite. The filtrate was extracted with ethyl acetate and the combined organic layers washed with water, dried and concentrated under ...